From a dataset of the Open Reaction Database (ORD), a public repository of structured organic reaction records. describe an organic reaction: reactants, conditions, products, and yield The reactants are [H-].[Al+3].[Li+].[H-].[H-].[H-] (Lithium aluminum hydride), C(#N)C1=C(NC(=C(C1C=1C=C2C(=NNC2=CC1)C(=O)N(C)OC)C#N)C)C (5-(3,5-dicyano-1,4-dihydro-2,6-dimethyl-4-pyridinyl)-N-methoxy-N-methyl-1H-indazole-3-carboxamide). Solvent: C1CCOC1 (THF). Run at temperature 60 celsius, time 30 minute. Yields the product C(=O)C1=NNC2=CC=C(C=C12)C1C(=C(NC(=C1C#N)C)C)C#N (4-(3-formyl-1H-indazol-5-yl)-1,4-dihydro-2,6-dimethyl-3,5-pyridinedicarbonitrile). Isolated yield 70.1%. RXN SMILES: [H-].[Al+3].[Li+].[H-].[H-].[H-].[C:7]([C:9]1[CH:14]([C:15]2[CH:16]=[C:17]3[C:21](=[CH:22][CH:23]=2)[NH:20][N:19]=[C:18]3[C:24](N(OC)C)=[O:25])[C:13]([C:30]#[N:31])=[C:12]([CH3:32])[NH:11][C:10]=1[CH3:33])#[N:8]>C1COCC1>[CH:24]([C:18]1[C:17]2[C:21](=[CH:22][CH:23]=[C:15]([CH:14]3[C:13]([C:30]#[N:31])=[C:12]([CH3:32])[NH:11][C:10]([CH3:33])=[C:9]3[C:7]#[N:8])[CH:16]=2)[NH:20][N:19]=1)=[O:25] |f:0.1.2.3.4.5|. Procedure: Lithium aluminum hydride (45 mg, 1.2 mmol) was added portion-wise to a cooled solution of 5-(3,5-dicyano-1,4-dihydro-2,6-dimethyl-4-pyridinyl)-N-methoxy-N-methyl-1H-indazole-3-carboxamide (340 mg, 0.94 mmol) in THF (20 mL). After 30 min, the mixture was heated up to 60° C. After 2 hr, the reaction was quenched by the slow addition of ethyl acetate at 5° C. and 0.4 N NaHSO4. The organic layer was washed with brine, dried with Na2SO4, and concentrated. The crude product was purified by column to g... Reactants: C1CCOC1, CC(C)(C)[O-], COS(=O)(=O)OC, ClCCl, [K+], [Na+], [OH-], c1ccc2c(c1)ccc1[nH]c3ccccc3c12. Yields the product Cn1c2ccccc2c2c3ccccc3ccc21. RXN SMILES: [CH2:36]1[O:37][CH2:38][CH2:39][CH2:40]1.[CH3:18][C:19]([CH3:20])([O-:21])[CH3:22].[CH3:24][O:25][S:26]([O:27][CH3:28])(=[O:29])=[O:30].[Cl:33][CH2:34][Cl:35].[K+:23].[Na+:32].[OH-:31].[cH:1]1[cH:2][cH:3][cH:4][c:5]2[cH:6][cH:7][c:8]3[nH:9][c:10]4[cH:11][cH:12][cH:13][cH:14][c:15]4[c:16]3[c:17]12>>[cH:1]1[cH:2][cH:3][cH:4][c:5]2[cH:6][cH:7][c:8]3[n:9]([CH3:18])[c:10]4[cH:11][cH:12][cH:13][cH:14][c:15]4[c:16]3[c:17]12. Reactants: ClC1=C(C=CC=C1Cl)N1CCN(CC1)CCCC(=O)OC1=CC=C2CCC(NC2=C1)=O (2-Oxo-1,2,3,4-tetrahydroquinolin-7-yl 4-(4-(2,3-dichlorophenyl)piperazin-1-yl)butanoate), Cl.COC1=C(C=CC=C1)N1CCN(CC1)CCCC(=O)OC1=CC=C2CCC(NC2=C1)=O (2-oxo-1,2,3,4-tetrahydroquinolin-7-yl 4-(4-(2-methoxyphenyl)piperazin-1-yl)butanoate hydrochloride). Product: Cl.ClC1=C(C=CC=C1Cl)N1CCN(CC1)CCCC(=O)OC1=CC=C2CCC(NC2=C1)=O (2-Oxo-1,2,3,4-tetrahydroquinolin-7-yl 4-(4-(2,3-dichlorophenyl)piperazin-1-yl)butanoate hydrochloride). As a reaction SMILES: [Cl:1][C:2]1[C:7]([Cl:8])=[CH:6][CH:5]=[CH:4][C:3]=1[N:9]1[CH2:14][CH2:13][N:12]([CH2:15][CH2:16][CH2:17][C:18]([O:20][C:21]2[CH:30]=[C:29]3[C:24]([CH2:25][CH2:26][C:27](=[O:31])[NH:28]3)=[CH:23][CH:22]=2)=[O:19])[CH2:11][CH2:10]1.Cl.COC1C=CC=CC=1N1CCN(CCCC(OC2C=C3C(CCC(=O)N3)=CC=2)=O)CC1>>[ClH:1].[Cl:1][C:2]1[C:7]([Cl:8])=[CH:6][CH:5]=[CH:4][C:3]=1[N:9]1[CH2:10][CH2:11][N:12]([CH2:15][CH2:16][CH2:17][C:18]([O:20][C:21]2[CH:30]=[C:29]3[C:24]([CH2:25][CH2:26][C:27](=[O:31])[NH:28]3)=[CH:23][CH:22]=2)=[O:19])[CH2:13][CH2:14]1 |f:1.2,3.4|. Procedure details: 2-Oxo-1,2,3,4-tetrahydroquinolin-7-yl 4-(4-(2,3-dichlorophenyl)piperazin-1-yl)butanoate hydrochloride (20b) (Scheme 3) was prepared from the compound 19b according to the protocol described for the compound 20a (Example 29). The hydrochloride salt 20b gave satisfactory 1H NMR spectral data. White solid, 0.11 g (98%). MS (ESI): m/z=462.1 (M+). Reactants: ice water, BrCC(=O)OCC (ethyl bromoacetate), N1=CC=CC=C1 (pyridine), NC1=C(C=C(C=C1)C(C(F)(F)F)(C(F)(F)F)O)S (4-amino-3-mercapto[2,2,2-trifluoro-1-hydroxy-1-(trifluoromethyl)ethyl]-benzene). The solvent is C(CO)O (ethylene glycol). Yields the product FC(C(C(F)(F)F)(O)C1=CC2=C(NC(CS2)=O)C=C1)(F)F (7-[2,2,2-trifluoro-1-hydroxy-1-(trifluoromethyl)-ethyl]-2H-1,4-benzothiazin-3(4H)-one). The yield is 52.8%. RXN SMILES: [NH2:1][C:2]1[CH:7]=[CH:6][C:5]([C:8]([OH:17])([C:13]([F:16])([F:15])[F:14])[C:9]([F:12])([F:11])[F:10])=[CH:4][C:3]=1[SH:18].Br[CH2:20][C:21](OCC)=[O:22].N1C=CC=CC=1>C(O)CO>[F:16][C:13]([F:14])([F:15])[C:8]([C:5]1[CH:6]=[CH:7][C:2]2[NH:1][C:21](=[O:22])[CH2:20][S:18][C:3]=2[CH:4]=1)([OH:17])[C:9]([F:10])([F:11])[F:12]. Reported procedure: To 140 ml. of ethylene glycol is added 24 gm (0.08 mole) of 4-amino-3-mercapto[2,2,2-trifluoro-1-hydroxy-1-(trifluoromethyl)ethyl]-benzene, 14 gm. (0.08 mole) ethyl bromoacetate, and 6.4 gm. (0.08 mole) of pyridine. The solution is stirred and heated at 105°-110° for 8 hours. At the end of this period the solution is cooled and poured into 800 ml of ice-water. The resultant precipitate is filtered. The precipitate is air dried and recrystallized from ethyl acetate/hexane to give 14 gm of 7-[2,2,... The reactants are C1(CCCCC1)N (cyclohexylamine), CSC1=NC=CC(=N1)N1N=NC2=C1C=CC=C2 (1-(2-methylsulfanyl-pyrimidin-4-yl)-1H-benzotriazole), ClNC(CCC(=O)N)=O (N-chlorosuccinamide), O (water). The solvent is CN1CCCC1=O (NMP). Run at temperature 130 celsius, time 7.5 minute. Product: N1(N=NC2=C1C=CC=C2)C2=NC(=NC=C2)NC2CCCCC2 ((4-benzotriazol-1-yl-pyrimidin-2-yl)-cyclohexyl-amine), crystalline solid. The yield is 56.0%. RXN SMILES: CS[C:3]1[N:8]=[C:7]([N:9]2[C:13]3[CH:14]=[CH:15][CH:16]=[CH:17][C:12]=3[N:11]=[N:10]2)[CH:6]=[CH:5][N:4]=1.ClNC(=O)CCC(N)=O.O.[CH:28]1([NH2:34])[CH2:33][CH2:32][CH2:31][CH2:30][CH2:29]1>CN1C(=O)CCC1>[N:9]1([C:7]2[CH:6]=[CH:5][N:4]=[C:3]([NH:34][CH:28]3[CH2:33][CH2:32][CH2:31][CH2:30][CH2:29]3)[N:8]=2)[C:13]2[CH:14]=[CH:15][CH:16]=[CH:17][C:12]=2[N:11]=[N:10]1. Reported procedure: To a solution of 1-(2-methylsulfanyl-pyrimidin-4-yl)-1H-benzotriazole (376 mg, 1.5 mmol) in 4 mL of NMP were added N-chlorosuccinamide (250 mg, 1.9 mmol) and 0.5 mL of water. The mixture was placed in an oil bath at 130° C. for 5-10 minutes, cyclohexylamine (450 mg, 5 mmol) was then added and the reaction mixture was stirred in an oil bath at 130° C. for 30 minutes. The cooled reaction mixture was partitioned between water (40 mL) and EtOAc (40 mL). The organic layer was separated and washed twi... Reactants: ClC1=CC=C(C=C1)[N+](=O)[O-] (p-chloronitrobenzene), [H][H] (hydrogen), ClC1=CC=C(C=C1)[N+](=O)[O-] (p-chloronitrobenzene), O (water), [OH-].[Na+] (sodium hydroxide). The reagents and catalysts are C1=CC=C2C(=C1)C(=O)C(=C(C2=O)Cl)Cl (2,3-dichloronaphthoquinone-1,4), [Pt] (platinum), [Pt] (platinum on activated charcoal). The solvent is CCCCCC (n-hexane). Reaction conditions: time 4.5 hour. Product: ClC1=CC=C(C=C1)NNC1=CC=C(C=C1)Cl (4,4'-dichlorohydrazobenzene). Yield: 89.5%. As a reaction SMILES: [Cl:1][C:2]1[CH:7]=[CH:6][C:5]([N+:8]([O-])=O)=[CH:4][CH:3]=1.O.[OH-].[Na+].[H][H]>[Pt].C1C=C2C(C(Cl)=C(Cl)C(=O)C2=CC=1)=O.CCCCCC>[Cl:1][C:2]1[CH:7]=[CH:6][C:5]([NH:8][NH:8][C:5]2[CH:6]=[CH:7][C:2]([Cl:1])=[CH:3][CH:4]=2)=[CH:4][CH:3]=1 |f:2.3|. Reported procedure: 210 g p-chloronitrobenzene, 600 g water and 180 g sodium hydroxide (corresponding to a 23.1 wt. % aqueous solution), 0.3 g 2,3-dichloronaphthoquinone-1,4, 350 g n-hexane and 0.40 g platinum on activated charcoal (5% Pt) (the quantitative ratio of platinum metal to p-chloronitrobenzene used being 0.000095:1) are hydrogenated by the use of a gas sparger at a hydrogen pressure of 6 bars and at 60° to 65° C. The reduction is completed after 4 to 5 hours. The procedure set forth in Example 1 is follo... Starting materials: CCCCCCCCCC(=O)Cl, CN(C)C=O, [Na+], [OH-], OC(COc1ccc(F)cc1)CN1CCC(NCc2nc3ccccc3s2)CC1. The product is CCCCCCCCCC(=O)OC(COc1ccc(F)cc1)CN1CCC(NCc2nc3ccccc3s2)CC1. Reaction SMILES: [C:30]([CH2:31][CH2:32][CH2:33][CH2:34][CH2:35][CH2:36][CH2:37][CH2:38][CH3:39])(=[O:40])[Cl:41].[CH3:44][N:45]([CH3:46])[CH:47]=[O:48].[Na+:43].[OH-:42].[s:1]1[c:2]([CH2:10][NH:11][CH:12]2[CH2:13][CH2:14][N:15]([CH2:18][CH:19]([OH:20])[CH2:21][O:22][c:23]3[cH:24][cH:25][c:26]([F:29])[cH:27][cH:28]3)[CH2:16][CH2:17]2)[n:3][c:4]2[c:5]1[cH:6][cH:7][cH:8][cH:9]2>>[s:1]1[c:2]([CH2:10][NH:11][CH:12]2[CH2:13][CH2:14][N:15]([CH2:18][CH:19]([O:20][C:30]([CH2:31][CH2:32][CH2:33][CH2:34][CH2:35][CH2:36][CH2:37][CH2:38][CH3:39])=[O:40])[CH2:21][O:22][c:23]3[cH:24][cH:25][c:26]([F:29])[cH:27][cH:28]3)[CH2:16][CH2:17]2)[n:3][c:4]2[c:5]1[cH:6][cH:7][cH:8][cH:9]2.